Dataset: the Open Reaction Database (ORD), a public repository of structured organic reaction records. Task: describe an organic reaction: reactants, conditions, products, and yield Reaction SMILES: [Br:29][CH2:30][C:31](=[O:32])[O:33][C:34]([CH3:35])([CH3:36])[CH3:37].[C:18](=[O:19])([O-:20])[O-:21].[Cs+:22].[Cs+:23].[O:24]=[CH:25][N:26]([CH3:27])[CH3:28].[OH2:38].[OH:1][c:2]1[c:3]([CH3:17])[cH:4][c:5]([S:8][c:9]2[cH:10][c:11]([CH3:16])[c:12]([OH:15])[cH:13][cH:14]2)[cH:6][cH:7]1>>[O:1]([c:2]1[c:3]([CH3:17])[cH:4][c:5]([S:8][c:9]2[cH:10][c:11]([CH3:16])[c:12]([OH:15])[cH:13][cH:14]2)[cH:6][cH:7]1)[CH2:30][C:31](=[O:32])[O:33][C:34]([CH3:35])([CH3:36])[CH3:37]. Yields the product Cc1cc(Sc2ccc(OCC(=O)OC(C)(C)C)c(C)c2)ccc1O. Reactants: CC(C)(C)OC(=O)CBr, O=C([O-])[O-], [Cs+], [Cs+], CN(C)C=O, O, Cc1cc(Sc2ccc(O)c(C)c2)ccc1O. The reactants are ClCCl, CN1CCNCC1, Fc1ccc(Cc2ncc(F)c(Cl)n2)cc1. The product is CN1CCN(c2nc(Cc3ccc(F)cc3)ncc2F)CC1. Reaction SMILES: [CH2:24]([Cl:25])[Cl:26].[CH3:17][N:18]1[CH2:19][CH2:20][NH:21][CH2:22][CH2:23]1.[Cl:1][c:2]1[n:3][c:4]([CH2:9][c:10]2[cH:11][cH:12][c:13]([F:16])[cH:14][cH:15]2)[n:5][cH:6][c:7]1[F:8]>>[c:2]1([N:21]2[CH2:20][CH2:19][N:18]([CH3:17])[CH2:23][CH2:22]2)[n:3][c:4]([CH2:9][c:10]2[cH:11][cH:12][c:13]([F:16])[cH:14][cH:15]2)[n:5][cH:6][c:7]1[F:8].